This data is from the Open Reaction Database (ORD), a public repository of structured organic reaction records. The task is: describe an organic reaction: reactants, conditions, products, and yield Starting materials: CC(C)C(=O)Nc1cccc(C2CCNCC2)c1, O=C(CCCCCl)c1ccccc1F, [I-], [K+], [K+], [Na+], O=C([O-])[O-]. Yields the product CC(C)C(=O)Nc1cccc(C2CCN(CCCCC(=O)c3ccccc3F)CC2)c1. As a reaction SMILES: [CH3:23][CH:24]([C:25](=[O:26])[NH:27][c:28]1[cH:29][c:30]([CH:34]2[CH2:35][CH2:36][NH:37][CH2:38][CH2:39]2)[cH:31][cH:32][cH:33]1)[CH3:40].[Cl:9][CH2:10][CH2:11][CH2:12][CH2:13][C:14](=[O:15])[c:16]1[c:17]([F:22])[cH:18][cH:19][cH:20][cH:21]1.[I-:7].[K+:1].[K+:2].[Na+:8].[O-:3][C:4]([O-:5])=[O:6]>>[CH2:10]([CH2:11][CH2:12][CH2:13][C:14](=[O:15])[c:16]1[c:17]([F:22])[cH:18][cH:19][cH:20][cH:21]1)[N:37]1[CH2:36][CH2:35][CH:34]([c:30]2[cH:29][c:28]([NH:27][C:25]([CH:24]([CH3:23])[CH3:40])=[O:26])[cH:33][cH:32][cH:31]2)[CH2:39][CH2:38]1.